From a dataset of the Open Reaction Database (ORD), a public repository of structured organic reaction records. describe an organic reaction: reactants, conditions, products, and yield Starting materials: C(C)OC(C)=O.CCCCCC (ethylacetate hexane), N(=[N+]=[N-])C[C@H]1C[C@@H](S)CO1 (2,5-Anhydro-1-azido-1,3-dideoxy-4-thio-L-threo-pentitol), product, C(C)#N (acetonitrile), C(C)#N (acetonitrile). The product is CCN(C(C)C)C(C)C (Hunig's base), desired product. As a reaction SMILES: N(C[C@@H]1O[CH2:9][C@H:7](S)[CH2:6]1)=[N+]=[N-].C(OC(=O)C)C.CCC[CH2:20][CH2:21][CH3:22].[C:23](#[N:25])[CH3:24]>>[CH3:24][CH2:23][N:25]([CH:7]([CH3:6])[CH3:9])[CH:21]([CH3:20])[CH3:22] |f:1.2|. Reported procedure: The title compound is prepared by the procedure of Example 17 using 0.441 gof product from Example 118 in 10 ml of acetonitrile, 1.8 g of product fromExample 15 in 10 ml of acetonitrile and 0.41 ml of Hunig's base to give 0.747 g of the desired product after chromatography (silica gel: 75% ethylacetate/hexane). IR(KBr): 2101, 1769 and 1708 cm-1.